This data is from the Open Reaction Database (ORD), a public repository of structured organic reaction records. The task is: describe an organic reaction: reactants, conditions, products, and yield Reactants: O=[N+]([O-])c1cc(F)ccc1F, [H-], Cn1nc(N)c(C#N)n1, [Na+], C1CCOC1. Yields the product Cn1nc(C#N)c(Nc2ccc(F)cc2[N+](=O)[O-])n1. RXN SMILES: [F:12][c:13]1[c:14]([N+:20](=[O:21])[O-:22])[cH:15][c:16]([F:19])[cH:17][cH:18]1.[H-:10].[NH2:1][c:2]1[n:3][n:4]([CH3:9])[n:5][c:6]1[C:7]#[N:8].[Na+:11].[O:23]1[CH2:24][CH2:25][CH2:26][CH2:27]1>>[NH:1]([c:2]1[n:3][n:4]([CH3:9])[n:5][c:6]1[C:7]#[N:8])[c:13]1[c:14]([N+:20](=[O:21])[O-:22])[cH:15][c:16]([F:19])[cH:17][cH:18]1.